Dataset: the Open Reaction Database (ORD), a public repository of structured organic reaction records. Task: describe an organic reaction: reactants, conditions, products, and yield The reactants are COC(=O)c1cc(Oc2cnc(C(=O)N(C)C)cn2)cc(OC(C)COC(C)(C)C)c1, CCOC(C)=O, O=CO, O. Yields the product COC(=O)c1cc(Oc2cnc(C(=O)N(C)C)cn2)cc(OC(C)CO)c1. Reaction SMILES: [CH3:1][N:2]([C:3](=[O:4])[c:5]1[n:6][cH:7][c:8]([O:11][c:12]2[cH:13][c:14]([C:15](=[O:16])[O:17][CH3:18])[cH:19][c:20]([O:22][CH:23]([CH2:24][O:25][C:26]([CH3:27])([CH3:28])[CH3:29])[CH3:30])[cH:21]2)[n:9][cH:10]1)[CH3:31].[CH3:32][CH2:33][O:34][C:35](=[O:36])[CH3:37].[CH:39]([OH:40])=[O:41].[OH2:38]>>[CH3:1][N:2]([C:3](=[O:4])[c:5]1[n:6][cH:7][c:8]([O:11][c:12]2[cH:13][c:14]([C:15](=[O:16])[O:17][CH3:18])[cH:19][c:20]([O:22][CH:23]([CH2:24][OH:25])[CH3:30])[cH:21]2)[n:9][cH:10]1)[CH3:31]. Reactants: BrC1=CC(=CC=C1)COCCC#CCCCCC (1-Bromo-3-(3-nonynyloxymethyl)benzene), Zn Cu, solution, ICCC(=O)OCC (ethyl 3-iodopropanoate). Reagents/catalysts: C=1C=CC(=CC1)[P](C=2C=CC=CC2)(C=3C=CC=CC3)[Pd]([P](C=4C=CC=CC4)(C=5C=CC=CC5)C=6C=CC=CC6)([P](C=7C=CC=CC7)(C=8C=CC=CC8)C=9C=CC=CC9)[P](C=1C=CC=CC1)(C=1C=CC=CC1)C=1C=CC=CC1 (tetrakis(triphenylphosphine)palladium(0)). Solvent: C1(=CC=CC=C1)C (toluene), C1(=CC=CC=C1)C (toluene), C1(=CC=CC=C1)C (toluene), CN(C(C)=O)C (N,N-dimethylacetamide). Run at time 1 hour. Yields the product C(CC#CCCCCC)OCC1=CC=C(C=C1)CCC(=O)OCC (Ethyl 3-[4-(3-Nonynyloxymethyl) phenyl]propanoate). Isolated yield 49.9%. As a reaction SMILES: I[CH2:2][CH2:3][C:4]([O:6][CH2:7][CH3:8])=[O:5].Br[C:10]1[CH:15]=[CH:14][CH:13]=[C:12]([CH2:16][O:17][CH2:18][CH2:19][C:20]#[C:21][CH2:22][CH2:23][CH2:24][CH2:25][CH3:26])[CH:11]=1>C1(C)C=CC=CC=1.CN(C)C(=O)C.C1C=CC([P]([Pd]([P](C2C=CC=CC=2)(C2C=CC=CC=2)C2C=CC=CC=2)([P](C2C=CC=CC=2)(C2C=CC=CC=2)C2C=CC=CC=2)[P](C2C=CC=CC=2)(C2C=CC=CC=2)C2C=CC=CC=2)(C2C=CC=CC=2)C2C=CC=CC=2)=CC=1>[CH2:18]([O:17][CH2:16][C:12]1[CH:11]=[CH:10][C:15]([CH2:2][CH2:3][C:4]([O:6][CH2:7][CH3:8])=[O:5])=[CH:14][CH:13]=1)[CH2:19][C:20]#[C:21][CH2:22][CH2:23][CH2:24][CH2:25][CH3:26] |^1:43,45,64,83|. Procedure: A flask was charged with Zn-Cu couple (200 mg, 3 mmol) solution of ethyl 3-iodopropanoate (510 mg, 2 mmol) in dry toluene (4 mL) and dry N,N-dimethylacetamide (2mL) was added. The mixture was vigorously stirred for 1 hour at room temperature and then heated at gentle reflux for 4.5 hours. After the mixture was cooled to 60° C, a solution of tetrakis(triphenylphosphine)palladium(0)(30 mg, 0.026 mmol) in toluene (2 mL) was added over 1 minute and stirring was continued for 5 minutes at the same te... The reactants are CCO, CCN(C(C)C)C(C)C, CCOC(=O)c1nc2ccccc2c(=O)[nH]1, NCc1cccc(OCCSc2nc[nH]n2)c1. Yields the product O=C(NCc1cccc(OCCSc2nc[nH]n2)c1)c1nc2ccccc2c(=O)[nH]1. As a reaction SMILES: [CH3:43][CH2:44][OH:45].[CH:34]([N:35]([CH:36]([CH3:37])[CH3:38])[CH2:39][CH3:40])([CH3:41])[CH3:42].[O:1]=[c:2]1[nH:3][c:4]([C:12]([O:14][CH2:13][CH3:15])=[O:16])[n:5][c:6]2[cH:7][cH:8][cH:9][cH:10][c:11]12.[nH:17]1[n:18][c:19]([S:22][CH2:23][CH2:24][O:25][c:26]2[cH:27][c:28]([CH2:32][NH2:33])[cH:29][cH:30][cH:31]2)[n:20][cH:21]1>>[O:1]=[c:2]1[nH:3][c:4]([C:12](=[O:14])[NH:33][CH2:32][c:28]2[cH:27][c:26]([O:25][CH2:24][CH2:23][S:22][c:19]3[n:18][nH:17][cH:21][n:20]3)[cH:31][cH:30][cH:29]2)[n:5][c:6]2[cH:7][cH:8][cH:9][cH:10][c:11]12. Starting materials: C1=CC=CC=2C3=CC=CC=C3NC12 (carbazole), IC1=CC=CC=C1 (iodobenzene), C(C)(C)(C)O[Na] (t-BuONa). The reagents and catalysts are C(C)(=O)[O-].[Pd+2].C(C)(=O)[O-] (palladium acetate). Run in C=1(C(=CC=CC1)C)C (xylene). Product: C1(=CC=CC=C1)C1=CC=CC=2C3=CC=CC=C3NC12 (phenylcarbazole), white powder. RXN SMILES: [CH:1]1[C:13]2[NH:12][C:11]3[C:6](=[CH:7][CH:8]=[CH:9][CH:10]=3)[C:5]=2[CH:4]=[CH:3][CH:2]=1.I[C:15]1[CH:20]=[CH:19][CH:18]=[CH:17][CH:16]=1.C(O[Na])(C)(C)C>C([O-])(=O)C.[Pd+2].C([O-])(=O)C.C1(C)C(C)=CC=CC=1>[C:15]1([C:10]2[C:11]3[NH:12][C:13]4[C:5](=[CH:4][CH:3]=[CH:2][CH:1]=4)[C:6]=3[CH:7]=[CH:8][CH:9]=2)[CH:20]=[CH:19][CH:18]=[CH:17][CH:16]=1 |f:3.4.5|. Procedure: Under an argon stream, 670 g of carbazole, 850 kg of iodobenzene, 20 L of xylene, 460 g of t-BuONa, and palladium acetate (Pd (OAc)) were charged, and the mixture was refluxed for 8 hours. Impurities were filtered and the filtrate was concentrated under reduced pressure, followed by washing with hexane and drying, whereby phenylcarbazole was obtained as 820 g of white powder. The same reaction as in the synthesis of Intermediate 1 was carried out except that phenylcarbazole was used instead of 4... The reactants are ice water, CC=1NC=2C(CCCC2C1C(=O)OCC)=O (ethyl 2-methyl-7-oxo-4,5,6,7-tetrahydro-1H-indole-3-carboxylate), Cl (HCl). Run in [Li+].[OH-] (LiOH). Product: CC=1NC=2C(CCCC2C1C(=O)O)=O (2-methyl-7-oxo-4,5,6,7-tetrahydro-1H-indole-3-carboxylic acid). Isolated yield 73.6%. Reaction SMILES: [CH3:1][C:2]1[NH:3][C:4]2[C:5](=[O:16])[CH2:6][CH2:7][CH2:8][C:9]=2[C:10]=1[C:11]([O:13]CC)=[O:12].Cl>[Li+].[OH-]>[CH3:1][C:2]1[NH:3][C:4]2[C:5](=[O:16])[CH2:6][CH2:7][CH2:8][C:9]=2[C:10]=1[C:11]([OH:13])=[O:12] |f:2.3|. Reported procedure: ethyl 2-methyl-7-oxo-4,5,6,7-tetrahydro-1H-indole-3-carboxylate (S3) 1.0 g (4.5 mmol) in 25 ml aq. LiOH solution (1 mol/L) was stirred for 48 hours at 70° C. The mixture was poured into the ice water, then acidified with 6 mol/L HCl to pH 1 to 2. The gray solid was collected by filtration, washed with water and dried in vacuum condition to give 0.64 g (74%) of the titled compound. The reactants are O=C1C2=C(N=C3N1C=C(C=C3)C(=O)OCC)CCS2 (ethyl 3,10-dihydro-10-oxo-1H-pyrido[1,2-a]thieno[3,2-d]pyrimidine-7-carboxylate). The solvent is Cl (hydrochloric acid). The product is O=C1C2=C(N=C3N1C=C(C=C3)C(=O)O)CCS2 (3,10-Dihydro-10-oxo-1H-pyrido[1,2-a]thieno[3,2-d]pyrimidine-7-carboxylic acid). RXN SMILES: [O:1]=[C:2]1[N:7]2[CH:8]=[C:9]([C:12]([O:14]CC)=[O:13])[CH:10]=[CH:11][C:6]2=[N:5][C:4]2[CH2:17][CH2:18][S:19][C:3]1=2>Cl>[O:1]=[C:2]1[N:7]2[CH:8]=[C:9]([C:12]([OH:14])=[O:13])[CH:10]=[CH:11][C:6]2=[N:5][C:4]2[CH2:17][CH2:18][S:19][C:3]1=2. Procedure: A suspension of ethyl 3,10-dihydro-10-oxo-1H-pyrido[1,2-a]thieno[3,2-d]pyrimidine-7-carboxylate (5.0 g, 0.018 mol) in 2 N hydrochloric acid (60 ml) is refluxed for 3 hours. The reaction mixture is cooled in an ice-bath. The precipitate is filtered, washed with water, with acetone and dried to give the product (3.5 g.), mp 325° C. (dec). Starting materials: C(C)(C)(C)ON=C1C=C(OC2=CC=C(C=C12)C=O)C1=CC=2N(C=N1)C=CC2 (4-tert-Butoxyimino-2-pyrrolo[1,2-c]pyrimidin-3-yl-4H-chromene-6-carbaldehyde), FC1=CC=C(CN)C=C1 (4-Fluoro-benzylamine), C(C)(=O)O[BH-](OC(C)=O)OC(C)=O.[Na+] (sodium triacetoxyborohydride), acid. The solvent is ClCCl (dichloromethane). Reaction conditions: time 2 hour. The product is C(C)(C)(C)ON=C1C=C(OC2=CC=C(C=C12)CNCC1=CC=C(C=C1)F)C1=CC=2N(C=N1)C=CC2 (6-[(4-Fluoro-benzylamino)-methyl]-2-pyrrolo[1,2-c]pyrimidin-3-yl-chromen-4-one O-tert-butyl-oxime). Isolated yield 30.4%. Reaction SMILES: [C:1]([O:5][N:6]=[C:7]1[C:16]2[C:11](=[CH:12][CH:13]=[C:14]([CH:17]=O)[CH:15]=2)[O:10][C:9]([C:19]2[N:24]=[CH:23][N:22]3[CH:25]=[CH:26][CH:27]=[C:21]3[CH:20]=2)=[CH:8]1)([CH3:4])([CH3:3])[CH3:2].[F:28][C:29]1[CH:36]=[CH:35][C:32]([CH2:33][NH2:34])=[CH:31][CH:30]=1.C(O[BH-](OC(=O)C)OC(=O)C)(=O)C.[Na+]>ClCCl>[C:1]([O:5][N:6]=[C:7]1[C:16]2[C:11](=[CH:12][CH:13]=[C:14]([CH2:17][NH:34][CH2:33][C:32]3[CH:35]=[CH:36][C:29]([F:28])=[CH:30][CH:31]=3)[CH:15]=2)[O:10][C:9]([C:19]2[N:24]=[CH:23][N:22]3[CH:25]=[CH:26][CH:27]=[C:21]3[CH:20]=2)=[CH:8]1)([CH3:2])([CH3:4])[CH3:3] |f:2.3|. Procedure: To a solution of 4-tert-Butoxyimino-2-pyrrolo[1,2-c]pyrimidin-3-yl-4H-chromene-6-carbaldehyde (example 144B) (50 mg; 0.14 mmol) in dichloromethane (5 ml), was added molecular sieves and 4-Fluoro-benzylamine (19 mg; 0.15 mmol). After 2 hours at room temperature, sodium triacetoxyborohydride (29 mg, 0.14 mmol) and acetique acid (2 ml), were added. After stirring at room temperature for 18 hours, the reaction mixture was quenched with a saturated solution of sodium hydrogenocarbonate and extracted ... Yields the product BrC1=C(C=C(C=C1OC)C=1N=CSC1)OC (4-(4-bromo-3,5-dimethoxyphenyl)thiazole). Run at time 8 hour. Reactants: P12(=S)SP3(=S)SP(=S)(S1)SP(=S)(S2)S3 (P2S5), C(=O)N (formamide), BrCC(=O)C1=CC(=C(C(=C1)OC)Br)OC (2-bromo-1-(4-bromo-3,5-dimethoxyphenyl)ethanone), C(=O)([O-])[O-].[Na+].[Na+] (Na2CO3). Procedure details: An oven-dried flask under argon was charged with P2S5 (0.53 g, 1.2 mmol), anhydrous dioxane (5 mL), and formamide (0.53 mL, 13.3 mmol). The reaction flask was fitted with a reflux condenser and a drying tube and refluxed for 2.25 hours. A separate oven-dried flask under argon was charged with 2-bromo-1-(4-bromo-3,5-dimethoxyphenyl)ethanone (0.313 g, 0.93 mmol) and anhydrous dioxane (6 mL). The thioformamide mixture (above) was decanted into the reaction flask leaving solids behind. The reaction ... The yield is 71.6%. Solvent: O1CCOCC1 (dioxane), O1CCOCC1 (dioxane), O (H2O). RXN SMILES: P12(SP3(SP(SP(S3)(S1)=S)(=S)S2)=S)=[S:2].[CH:15]([NH2:17])=O.Br[CH2:19][C:20]([C:22]1[CH:27]=[C:26]([O:28][CH3:29])[C:25]([Br:30])=[C:24]([O:31][CH3:32])[CH:23]=1)=O.C([O-])([O-])=O.[Na+].[Na+]>O.O1CCOCC1>[Br:30][C:25]1[C:26]([O:28][CH3:29])=[CH:27][C:22]([C:20]2[N:17]=[CH:15][S:2][CH:19]=2)=[CH:23][C:24]=1[O:31][CH3:32] |f:3.4.5|. Reactants: [BH4-].[Na+] (sodium borohydride), COC1=CC=2C(C[C@@H]3[C@H](CC[C@@]4(C(CC[C@@H]34)=O)CC)C2C=C1)C (3-methoxy-6-methyl-13-ethylgona-1,3,5(10)-trien-17-one), C(C)(=O)O (acetic acid). Run in [Cl-].[Na+].O (brine), CO (methanol). The product is COC1=CC=2C(C[C@@H]3[C@H](CC[C@@]4([C@H](CC[C@@H]34)O)CC)C2C=C1)C (3-methoxy-17β-hydroxy-6-methyl-13-ethylgona-1,3,5(10)-triene). The yield is 96.5%. RXN SMILES: [CH3:1][O:2][C:3]1[CH:22]=[CH:21][C:20]2[C@H:9]3[CH2:10][CH2:11][C@@:12]4([CH2:18][CH3:19])[C@H:16]([C@@H:8]3[CH2:7][CH:6]([CH3:23])[C:5]=2[CH:4]=1)[CH2:15][CH2:14][C:13]4=[O:17].[BH4-].[Na+].C(O)(=O)C>CO.[Cl-].[Na+].O>[CH3:1][O:2][C:3]1[CH:22]=[CH:21][C:20]2[C@H:9]3[CH2:10][CH2:11][C@@:12]4([CH2:18][CH3:19])[C@H:16]([C@@H:8]3[CH2:7][CH:6]([CH3:23])[C:5]=2[CH:4]=1)[CH2:15][CH2:14][C@@H:13]4[OH:17] |f:1.2,5.6.7|. Procedure: Dissolve dl-3-methoxy-6-methyl-13-ethylgona-1,3,5(10)-trien-17-one (7.0 g) in methanol (300 cc) and treat with sodium borohydride (3.0 g). After spontaneous reflux ceases, make acid with 50% aqueous acetic acid (20 cc). Pour into brine, extract with acid and isolate the dl-3-methoxy-17β-hydroxy-6-methyl-13-ethylgona-1,3,5(10)-triene (6.8 g), m.p. 150°-160°C, λ max. KBr 3.05, 6.45 μ. RXN SMILES: [Cl:1][C:2]1[CH:3]=[CH:4][CH:5]=[C:6]2[C:11]=1[N:10]=[C:9]([C:12]1[CH:17]=[C:16]([F:18])[CH:15]=[CH:14][C:13]=1[Cl:19])[C:8]([CH2:20][NH2:21])=[CH:7]2.Cl[C:23]1[N:31]=[CH:30][N:29]=[C:28]2[C:24]=1[NH:25][CH:26]=[N:27]2.CCN(C(C)C)C(C)C>C(O)CCC>[Cl:1][C:2]1[CH:3]=[CH:4][CH:5]=[C:6]2[C:11]=1[N:10]=[C:9]([C:12]1[CH:17]=[C:16]([F:18])[CH:15]=[CH:14][C:13]=1[Cl:19])[C:8]([CH2:20][NH:21][C:23]1[N:31]=[CH:30][N:29]=[C:28]3[C:24]=1[N:25]=[CH:26][NH:27]3)=[CH:7]2. Reactants: ClC=1C=CC=C2C=C(C(=NC12)C1=C(C=CC(=C1)F)Cl)CN ((8-chloro-2-(2-chloro-5-fluorophenyl)-quinolin-3-yl)methanamine), ClC1=C2NC=NC2=NC=N1 (6-chloropurine), CCN(C(C)C)C(C)C (DIEA). The product is ClC=1C=CC=C2C=C(C(=NC12)C1=C(C=CC(=C1)F)Cl)CNC1=C2N=CNC2=NC=N1 (N-((8-chloro-2-(2-chloro-5-fluorophenyl)quinolin-3-yl)methyl)-9H-purin-6-amine). Procedure details: Prepared according to Procedure H using (8-chloro-2-(2-chloro-5-fluorophenyl)-quinolin-3-yl)methanamine (0.050 g, 0.156 mmol), 6-chloropurine (0.027 g, 0.17 mmol, 1.2 eq) and DIEA (0.70 mmol, 2.0 eq) in n-butanol (3 mL). N-((8-chloro-2-(2-chloro-5-fluorophenyl)quinolin-3-yl)methyl)-9H-purin-6-amine [PI3Kδ IC50=71 nM] was obtained after purification as a white solid. 1H-NMR (MeOD) δ ppm 8.30 (s, 1H), 8.20 (s, 1H), 7.80 (dd, J=7.58, 0.49 Hz, 2H), 7.69-7.75 (m, 1H), 7.42-7.47 (m, 1H), 7.31-7.37 (m,... The solvent is C(CCC)O (n-butanol).